From a dataset of the Open Reaction Database (ORD), a public repository of structured organic reaction records. describe an organic reaction: reactants, conditions, products, and yield Starting materials: O1CC(C2C1OCC2)OC(NC(C(CN(CC(C)C)S(=O)(=O)C=2C=C1C(C(NC1=CC2)=O)=CN(C)C)O)CC2=CC=CC=C2)=O ({1-Benzyl-3-[(3-dimethylaminomethylene-2-oxo-2,3-dihydro-1H-indole-5-sulfonyl)-isobutyl-amino]-2-hydroxy-propyl}-carbamic acid hexahydro-furo[2,3-b]furan-3-yl ester), C(C(C)(C)C)N (neopentylamine). The solvent is C(C)O (ethanol). Reaction conditions: time 22 hour. The product is O1CC(C2C1OCC2)OC(NC(C(CN(CC(C)C)S(=O)(=O)C=2C=C1C(C(NC1=CC2)=O)=CNCC(C)(C)C)O)CC2=CC=CC=C2)=O ([1-benzyl-3-({3-[(2,2-dimethyl-propylamino)-methylene]-2-oxo-2,3-dihydro-1H-indole-5-sulfonyl}-isobutyl-amino)-2-hydroxy-propyl]-carbamic acid hexahydro-furo[2,3-b]furan-3-yl ester). Yield: 70.1%. Reaction SMILES: [O:1]1[CH:5]2[O:6][CH2:7][CH2:8][CH:4]2[CH:3]([O:9][C:10](=[O:45])[NH:11][CH:12]([CH2:38][C:39]2[CH:44]=[CH:43][CH:42]=[CH:41][CH:40]=2)[CH:13]([OH:37])[CH2:14][N:15]([S:20]([C:23]2[CH:24]=[C:25]3[C:29](=[CH:30][CH:31]=2)[NH:28][C:27](=[O:32])[C:26]3=[CH:33][N:34]([CH3:36])C)(=[O:22])=[O:21])[CH2:16][CH:17]([CH3:19])[CH3:18])[CH2:2]1.[CH2:46](N)[C:47](C)([CH3:49])[CH3:48]>C(O)C>[O:1]1[CH:5]2[O:6][CH2:7][CH2:8][CH:4]2[CH:3]([O:9][C:10](=[O:45])[NH:11][CH:12]([CH2:38][C:39]2[CH:44]=[CH:43][CH:42]=[CH:41][CH:40]=2)[CH:13]([OH:37])[CH2:14][N:15]([S:20]([C:23]2[CH:24]=[C:25]3[C:29](=[CH:30][CH:31]=2)[NH:28][C:27](=[O:32])[C:26]3=[CH:33][NH:34][CH2:36][C:47]([CH3:49])([CH3:48])[CH3:46])(=[O:22])=[O:21])[CH2:16][CH:17]([CH3:18])[CH3:19])[CH2:2]1. Procedure: To a solution of {1-benzyl-3-[(3-dimethylaminomethylene-2-oxo-2,3-dihydro-1H-indole-5-sulfonyl)-isobutyl-amino]-2-hydroxy-propyl}-carbamic acid hexahydro-furo[2,3-b]furan-3-yl ester 21 (32mg, 0.05 mmol) in absolute ethanol (1 ml) was added neopentylamine (29 μl, 0.25 mmol). The resulting solution was stirred 22 h and then concentrated in vacuo. The residue was purified on a preparative TLC plate (20×20 cm, 500 μm) using 8:2 ethyl acetate:hexane as eluant to provide [1-benzyl-3-({3-[(2,2-dimethyl... Starting materials: C(C)OC(C(=O)N(CC(=O)OC(C)(C)C)C)=O (tert-butyl N-[ethoxy(oxo)acetyl]-N-methylglycinate), FC1=CC=C(CN2C(C=CCC2)=O)C=C1 (1-(4-Fluorobenzyl)-5,6-dihydropyridin-2-(1H)-one), [Li+].C[Si](C)(C)[N-][Si](C)(C)C (LiHMDS). The solvent is C1CCOC1 (THF). Conditions: temperature -78 celsius, time 10 minute. The product is C(C)(C)(C)OC(=O)C1C2CCN(C(C2=C(C(N1C)=O)O)=O)CC1=CC=C(C=C1)F (5-(tert-Butyloxycarbonyl)-2-(4-fluorobenzyl)-8-hydroxy-6-methyl-2,3,4,4a,5,6-hexahydro-2,6-naphthyridine-1,7-dione). Reaction SMILES: C(O[C:4](=[O:17])[C:5]([N:7]([CH3:16])[CH2:8][C:9]([O:11][C:12]([CH3:15])([CH3:14])[CH3:13])=[O:10])=[O:6])C.[F:18][C:19]1[CH:32]=[CH:31][C:22]([CH2:23][N:24]2[CH2:29][CH2:28][CH:27]=[CH:26][C:25]2=[O:30])=[CH:21][CH:20]=1.[Li+].C[Si]([N-][Si](C)(C)C)(C)C>C1COCC1>[C:12]([O:11][C:9]([CH:8]1[N:7]([CH3:16])[C:5](=[O:6])[C:4]([OH:17])=[C:26]2[CH:27]1[CH2:28][CH2:29][N:24]([CH2:23][C:22]1[CH:21]=[CH:20][C:19]([F:18])=[CH:32][CH:31]=1)[C:25]2=[O:30])=[O:10])([CH3:13])([CH3:14])[CH3:15] |f:2.3|. Procedure details: To a cooled (−78° C.) solution of tert-butyl N-[ethoxy(oxo)acetyl]-N-methylglycinate (1.43 g, 5.85 mmol) and 1-(4-fluorobenzyl)-5,6-dihydropyridin-2(1H)-one from Step 3 of Example 1 (1 g, 5 mmol) in anhydrous THF (10 mL) was added LiHMDS (1 M in THF) (1.02 g, 6.09 mmol) dropwise. The reaction mixture was stirred for 10 min. at −78° C., warmed to room temperature for 2.5 hours, then heated to 40° C. After heating for 24 hours, the reaction mixture was quenched with cold diluted HCl, then diluted ... Starting materials: FC(C(=O)O)(F)F.ClC=1C=C(C=CC1Cl)C1CNCC2=CC(=C(C=C12)F)C=1N=NC(=CC1)OC (4-(3,4-dichlorophenyl)-6-fluoro-7-(6-methoxypyridazin-3-yl)-1,2,3,4-tetrahydroisoquinoline, trifluoroacetate salt), product, Br (hydrobromic acid). Product: FC(C(=O)O)(F)F.ClC=1C=C(C=CC1Cl)C1CNCC2=CC(=C(C=C12)F)C=1C=CC(NN1)=O (6-(4-(3,4-dichlorophenyl)-6-fluoro-1,2,3,4-tetrahydroisoquinolin-7-yl)pyridazin-3(2H)-one, trifluoroacetate salt). Yield: 79.3%. As a reaction SMILES: [F:1][C:2]([F:7])([F:6])[C:3]([OH:5])=[O:4].[Cl:8][C:9]1[CH:10]=[C:11]([CH:16]2[C:25]3[C:20](=[CH:21][C:22]([C:27]4[N:28]=[N:29][C:30]([O:33]C)=[CH:31][CH:32]=4)=[C:23]([F:26])[CH:24]=3)[CH2:19][NH:18][CH2:17]2)[CH:12]=[CH:13][C:14]=1[Cl:15].Br>>[F:1][C:2]([F:7])([F:6])[C:3]([OH:5])=[O:4].[Cl:8][C:9]1[CH:10]=[C:11]([CH:16]2[C:25]3[C:20](=[CH:21][C:22]([C:27]4[CH:32]=[CH:31][C:30](=[O:33])[NH:29][N:28]=4)=[C:23]([F:26])[CH:24]=3)[CH2:19][NH:18][CH2:17]2)[CH:12]=[CH:13][C:14]=1[Cl:15] |f:0.1,3.4|. Procedure: A mixture of 4-(3,4-dichlorophenyl)-6-fluoro-7-(6-methoxypyridazin-3-yl)-1,2,3,4-tetrahydroisoquinoline, trifluoroacetate salt (20 mg, 0.04 mmol, product of Step B in Example 21) and hydrobromic acid (aqueous, 48%) was heated to reflux for 1 hour. The mixture was cooled to room temperature and concentrated. The residue was purified by semi-preparative HPLC followed by lyophilization to give 4 6-(4-(3,4-dichlorophenyl)-6-fluoro-1,2,3,4-tetrahydroisoquinolin-7-yl)pyridazin-3(2H)-one, trifluoroacet... The reactants are ClC1=NC2=CC=C(C=C2C=C1C=O)OC (2-chloro-6-methoxyquinoline-3-carbaldehyde), C(CC)N (propan-1-amine). Solvent: C1CCOC1 (THF). Reaction conditions: temperature 160 celsius, time 1.5 hour. Product: COC=1C=C2C=C(C(=NC2=CC1)NCCC)C=O (6-Methoxy-2-(propylamino)quinoline-3-carbaldehyde). The yield is 101.6%. RXN SMILES: Cl[C:2]1[C:11]([CH:12]=[O:13])=[CH:10][C:9]2[C:4](=[CH:5][CH:6]=[C:7]([O:14][CH3:15])[CH:8]=2)[N:3]=1.[CH2:16]([NH2:19])[CH2:17][CH3:18]>C1COCC1>[CH3:15][O:14][C:7]1[CH:8]=[C:9]2[C:4](=[CH:5][CH:6]=1)[N:3]=[C:2]([NH:19][CH2:16][CH2:17][CH3:18])[C:11]([CH:12]=[O:13])=[CH:10]2. Reported procedure: To a stirred solution of 2-chloro-6-methoxyquinoline-3-carbaldehyde (1.50 g, 6.77 mmol) in THF (10 mL) in a 20 mL microwave vial equipped with a magnetic stirrer was added propan-1-amine (5.6 mL, 67.7 mmol) and the reaction mixture was stirred for 1.5 h at 160° C. under microwave irradiation. After cooling to RT, the volatiles were removed at 40° C. under vacuum and the resulting yellow oil was taken up in a mixture of THF:1 N aq. HCl=1:1 (50 mL) and stirred for 1 h at RT. The volatiles were the... Solvent: CC(=O)C (acetone). As a reaction SMILES: [Cl:1][C:2]1[N:7]=[C:6]([Cl:8])[C:5]([CH2:9]Cl)=[CH:4][N:3]=1.F[C:12]1[CH:18]=[C:17]([O:19][CH3:20])[CH:16]=[CH:15][C:13]=1[NH2:14].C(=O)([O-])[O-].[K+].[K+]>CC(C)=O>[Cl:1][C:2]1[N:7]=[C:6]([Cl:8])[C:5]([CH2:9][NH:14][C:13]2[CH:12]=[CH:18][C:17]([O:19][CH3:20])=[CH:16][CH:15]=2)=[CH:4][N:3]=1 |f:2.3.4|. The reactants are ClC1=NC=C(C(=N1)Cl)CCl (2,4-dichloro-5-chloromethyl-pyrimidine), FC1=C(N)C=CC(=C1)OC (2-fluoro-4-methoxyaniline), C([O-])([O-])=O.[K+].[K+] (potassium carbonate). The product is ClC1=NC=C(C(=N1)Cl)CNC1=CC=C(C=C1)OC ([(2,4-dichloropyrimidin-5-yl)methyl]-(4-methoxyphenyl)-amine). Procedure details: A mixture of 2,4-dichloro-5-chloromethyl-pyrimidine (3.70 g, 18.7 mmol) (from Example 1b supra), 2-fluoro-4-methoxy-phenylamine (2.40 g, 17.0 mmol) (from Example 14a supra) and potassium carbonate (4.70 g, 34.0 mmol) in acetone (100 mL) was stirred at room temperature for 18 hours. The precipitate was filtered off and the solution was concentrated under reduced pressure. The residue was diluted with ethyl acetate and washed with water and brine, dried over magnesium sulfate, filtered and concent... Reaction conditions: time 18 hour. The product is O1C=2C(OCC1CCCCO)=CSC2 (4-(2,3-dihydrothieno[3,4-b][1,4]dioxin-2-yl)-1-butanol). Reported procedure: 9.06 g (45.2 mmol) of 3,4-di-n-propoxythiophene, 30.3 g (226 mmol) of 1,2,6-hexanetriol and 0.09 g (0.5 mmol) of p-toluenesulphonic acid are heated to 150 to 165° C. (bath temperature) under N2 for 3 h. During this time, 5.8 g of distillate (substantially n-propanol) were collected. The cooled liquid was diluted with 50 ml of methylene chloride, washed to neutrality and to free it of hexanetriol with water and the organic phase was dried over Na2SO4. After filtering and evaporating the methylene... Reactants: C(CC)OC1=CSC=C1OCCC (3,4-di-n-propoxythiophene), C(C(CCCCO)O)O (1,2,6-hexanetriol), C1(=CC=C(C=C1)S(=O)(=O)O)C (p-toluenesulphonic acid). RXN SMILES: [CH2:1]([O:4][C:5]1[C:9]([O:10][CH2:11][CH2:12][CH3:13])=[CH:8][S:7][CH:6]=1)CC.C(O)C(O)CC[CH2:18][CH2:19][OH:20].C1(C)C=CC(S(O)(=O)=O)=CC=1>>[O:10]1[CH:11]([CH2:12][CH2:13][CH2:18][CH2:19][OH:20])[CH2:1][O:4][C:5]2=[CH:6][S:7][CH:8]=[C:9]12. Starting materials: O=C(CN1C(C2=CC=CC=C2C1=O)=O)C=1C=NC=CC1 (2-(2-oxo-2-pyridin-3-ylethyl)isoindole-1,3-dione), [BH4-].[Na+] (sodium borohydride), Cl (hydrochloric acid). Run in C(C)(C)O (isopropanol). Run at time 12 hour. Product: NCC(O)C=1C=NC=CC1 (2-Amino-1-pyridin-3-ylethanol). RXN SMILES: [O:1]=[C:2]([C:15]1[CH:16]=[N:17][CH:18]=[CH:19][CH:20]=1)[CH2:3][N:4]1C(=O)C2C(=CC=CC=2)C1=O.[BH4-].[Na+].Cl>C(O)(C)C>[NH2:4][CH2:3][CH:2]([C:15]1[CH:16]=[N:17][CH:18]=[CH:19][CH:20]=1)[OH:1] |f:1.2|. Procedure: To a solution of crude 2-(2-oxo-2-pyridin-3-ylethyl)isoindole-1,3-dione (Preparation 97, 5.0 g, ˜19.0 mmol) in aqueous isopropanol (210 ml, water/IPA:1/6) was added sodium borohydride (10.2 g, 270 mmol) in 2 portions. The mixture was stirred at rt for 12 h before being carefully acidified (pH 2) with dilute hydrochloric acid (1M). After removal of the solvent the residue was taken up in destillated water (100 mL) and passed down a column filled with ion-exchange resin (Amberlite IR 120, H+-form,... The reactants are FC1=CC=CC=2C(COC21)O (7-fluoro-2,3-dihydrobenzofuran-3-ol), O=S(Cl)Cl (SOCl2), crude product. Run in N1=CC=CC=C1 (pyridine), C(Cl)Cl (CH2Cl2). Run at temperature 0 celsius, time 1.5 hour. Yields the product FC1=CC=CC=2C=COC21 (7-Fluorobenzofuran). The yield is 235.1%. Reaction SMILES: [F:1][C:2]1[C:10]2[O:9][CH2:8][CH:7](O)[C:6]=2[CH:5]=[CH:4][CH:3]=1.O=S(Cl)Cl>N1C=CC=CC=1.C(Cl)Cl>[F:1][C:2]1[C:10]2[O:9][CH:8]=[CH:7][C:6]=2[CH:5]=[CH:4][CH:3]=1. Procedure details: To a solution of 7-fluoro-2,3-dihydrobenzofuran-3-ol (4.6 g, 29 8 mmol) in pyridine (93 mL) at 0° C. was added SOCl2 (21.7 mL, 298 mmol) dropwise. Upon completion of addition, the mixture was stirred at 0° C. for 1.5 h. At the conclusion of this period, the reaction mixture was carefully quenched with aqueous NaHCO3 (saturated, 100 mL) to reach a pH=9. Once at the prescribed pH, the reaction mixture was extracted with CH2Cl2 (4×15 mL). The combined organic layers were washed with aqueous NaHCO3 ... Starting materials: ClC=1C(=NN(C1C)C1=C(C(=O)O)C=C(C=C1)C(NS(=O)(=O)C1=CC2=C(C=CC=C2C=C1)OCCN1CCOCC1)=O)C(N(CCCC)CCCC)=O (2-(4-chloro-3-(dibutylcarbamoyl)-5-methyl-1H-pyrazol-1-yl)-5-(8-(2-morpholinoethoxy) naphthalen-2-ylsulfonylcarbamoyl)benzoic acid), ClC=1C(=NN(C1C)C1=C(C(=O)O)C=C(C=C1)C(NS(=O)(=O)C1=CC2=C(C=CC=C2C=C1)OCCN1CCOCC1)=O)C(N(CCCC)CCCC)=O (2-(4-chloro-3-(dibutylcarbamoyl)-5-methyl-1H-pyrazol-1-yl)-5-(8-(2-morpholinoethoxy) naphthalen-2-ylsulfonylcarbamoyl)benzoic acid), C1N[C@@H](CC2=CC=CC=C12)CN1CCOCC1 ((S)-4-((1,2,3,4-tetrahydroisoquinolin-3-yl)methyl)morpholine), C1N[C@@H](CC2=CC=CC=C12)CN1CCOCC1 ((S)-4-((1,2,3,4-tetrahydroisoquinolin-3-yl)methyl)morpholine). Yields the product C(CCC)N(C(=O)C1=NN(C(=C1Cl)C)C1=C(C=C(C=C1)C(NS(=O)(=O)C1=CC2=C(C=CC=C2C=C1)OCCN1CCOCC1)=O)C(=O)N1CC2=CC=CC=C2C[C@H]1CN1CCOCC1)CCCC (N,N-Dibutyl-4-chloro-5-methyl-1-(4-(8-(2-morpholinoethoxy)naphthalen-2-ylsulfonylcarbamoyl)-2-((S)-3-(morpholinomethyl)-1,2,3,4-tetrahydroisoquinoline-2-carbonyl)phenyl)-1H-pyrazole-3-carboxamide). Yield: 72.3%. RXN SMILES: [Cl:1][C:2]1[C:3]([C:42](=[O:52])[N:43]([CH2:48][CH2:49][CH2:50][CH3:51])[CH2:44][CH2:45][CH2:46][CH3:47])=[N:4][N:5]([C:8]2[CH:16]=[CH:15][C:14]([C:17](=[O:41])[NH:18][S:19]([C:22]3[CH:31]=[CH:30][C:29]4[C:24](=[C:25]([O:32][CH2:33][CH2:34][N:35]5[CH2:40][CH2:39][O:38][CH2:37][CH2:36]5)[CH:26]=[CH:27][CH:28]=4)[CH:23]=3)(=[O:21])=[O:20])=[CH:13][C:9]=2[C:10](O)=[O:11])[C:6]=1[CH3:7].[CH2:53]1[C:62]2[C:57](=[CH:58][CH:59]=[CH:60][CH:61]=2)[CH2:56][C@@H:55]([CH2:63][N:64]2[CH2:69][CH2:68][O:67][CH2:66][CH2:65]2)[NH:54]1>>[CH2:48]([N:43]([CH2:44][CH2:45][CH2:46][CH3:47])[C:42]([C:3]1[C:2]([Cl:1])=[C:6]([CH3:7])[N:5]([C:8]2[CH:16]=[CH:15][C:14]([C:17](=[O:41])[NH:18][S:19]([C:22]3[CH:31]=[CH:30][C:29]4[C:24](=[C:25]([O:32][CH2:33][CH2:34][N:35]5[CH2:40][CH2:39][O:38][CH2:37][CH2:36]5)[CH:26]=[CH:27][CH:28]=4)[CH:23]=3)(=[O:21])=[O:20])=[CH:13][C:9]=2[C:10]([N:54]2[C@H:55]([CH2:63][N:64]3[CH2:69][CH2:68][O:67][CH2:66][CH2:65]3)[CH2:56][C:57]3[C:62](=[CH:61][CH:60]=[CH:59][CH:58]=3)[CH2:53]2)=[O:11])[N:4]=1)=[O:52])[CH2:49][CH2:50][CH3:51]. Procedure details: Following a procedure analogous to that for the synthesis of Example 91, 2-(4-chloro-3-(dibutylcarbamoyl)-5-methyl-1H-pyrazol-1-yl)-5-(8-(2-morpholinoethoxy) naphthalen-2-ylsulfonylcarbamoyl)benzoic acid (Intermediate 183B, 15 mg, 0.020 mmol) and (S)-4-((1,2,3,4-tetrahydroisoquinolin-3-yl)methyl)morpholine (Intermediate 109, 18 mg, 0.080 mmol) were converted to the title compound (14 mg, 62%). 1H NMR (CD3OD, mixture of amide rotamers) δ 9.19-9.04 (m, 1H), 8.26-7.93 (m, 4H), 7.79-7.53 (m, 3H), 7.... Starting materials: N12C[C@H](C(CC1)CC2)NCCN2C=CC1=CC=CC(=C21)C(=O)[O-].[Li+] (lithium (S)-1-(2-(quinuclidin-3-ylamino)ethyl)-1H-indole-7-carboxylate), C(C)(C)N(C(C)C)CC (N,N-diisopropylethylamine), CN(C=O)C (N,N-dimethylformamide), CCCP1(=O)OP(=O)(OP(=O)(O1)CCC)CCC (1-propanephosphonic acid cyclic anhydride). Reaction conditions: time 17 hour. Yields the product N12CC(C(CC1)CC2)[C@H]2C(N1C=CC3=CC=CC(=C13)CN2)=O ((S)-2-(quinuclidin-3-yl)-3,4-dihydro-[1,4]diazepino[6,7,1-hi]indol-1(2H)-one). As a reaction SMILES: N12CCC(CC1)[C@H]([NH:9][CH2:10][CH2:11][N:12]1[C:20]3[C:15](=[CH:16][CH:17]=[CH:18][C:19]=3[C:21]([O-])=O)[CH:14]=[CH:13]1)C2.[Li+].[CH:25]([N:28](CC)[CH:29]([CH3:31])C)(C)[CH3:26].CCCP1(OP(CCC)(=O)OP([CH2:49][CH2:50][CH3:51])(=O)O1)=O.CN(C)C=[O:55]>>[N:28]12[CH2:49][CH2:50][CH:51]([CH2:31][CH2:29]1)[CH:26]([C@@H:10]1[NH:9][CH2:21][C:19]3=[C:20]4[C:15](=[CH:16][CH:17]=[CH:18]3)[CH:14]=[CH:13][N:12]4[C:11]1=[O:55])[CH2:25]2 |f:0.1|. Procedure: To a stirred solution of crude lithium (S)-1-(2-(quinuclidin-3-ylamino)ethyl)-1H-indole-7-carboxylate from Step D above in N,N-dimethylformamide (15 mL) was added N,N-diisopropylethylamine (4.3 mL, 26.1 mmol) followed by 1-propanephosphonic acid cyclic anhydride (T3P) (7.8 mL, 26.1 mmol) and the reaction was stirred at room temperature for 17 h. The reaction was quenched with water, extracted with methylene chloride (3×), washed with brine, dried over sodium sulfate, filtered, and concentrated u...